From a dataset of the Open Reaction Database (ORD), a public repository of structured organic reaction records. describe an organic reaction: reactants, conditions, products, and yield The reactants are BrC1=NC=C(C=C1)Br (2,5-dibromopyridine), COC=1C=CC(=CC1)CO (p-methoxybenzyl alcohol). Product: BrC=1C=CC(=NC1)OCC1=CC=C(C=C1)OC (5-Bromo-2-({[4-(methyloxy)phenyl]methyl}oxy)pyridine). RXN SMILES: Br[C:2]1[CH:7]=[CH:6][C:5]([Br:8])=[CH:4][N:3]=1.[CH3:9][O:10][C:11]1[CH:12]=[CH:13][C:14]([CH2:17][OH:18])=[CH:15][CH:16]=1>>[Br:8][C:5]1[CH:6]=[CH:7][C:2]([O:18][CH2:17][C:14]2[CH:13]=[CH:12][C:11]([O:10][CH3:9])=[CH:16][CH:15]=2)=[N:3][CH:4]=1. Procedure: Synthesized as described in Example 53A from 2,5-dibromopyridine and p-methoxybenzyl alcohol with the following exceptions: the reaction was heated at reflux for 90 min, and the title compound was purified by flash chromatography (EtOAc/hexanes): 1H NMR (400 MHz, CDCl3) δ 8.21 (dd, J=2.6, 0.6 Hz, 1H), 7.64 (dd, J=8.8, 2.6 Hz, 1H), 7.38 (m, 2H, AA′XX′), 6.91 (m, 2H, AA′XX′), 6.69 (dd, J=8.9, 0.6 Hz, 1H), 5.26 (s, 2H), 3.81 (s, 3H). Reactants: O1C(COC2=CC=C(C=C2)NC(C)=O)C1 (2,3-epoxy-1-(4-acetamidophenoxy)-propane), C(C1=CC=CC=C1)(=O)NC1CCNCC1 (4 -benzamidopiperidine). Run in C(C)(C)O (isopropanol). Product: C(C)(=O)NC1=CC=C(OCC(CN2CCC(CC2)NC(C2=CC=CC=C2)=O)O)C=C1 (1-[1-(4-Acetamidophenoxy)-2-hydroxyprop-3-yl]-4-benzamidopiperidine). Reaction SMILES: [O:1]1[CH2:15][CH:2]1[CH2:3][O:4][C:5]1[CH:10]=[CH:9][C:8]([NH:11][C:12](=[O:14])[CH3:13])=[CH:7][CH:6]=1.[C:16]([NH:24][CH:25]1[CH2:30][CH2:29][NH:28][CH2:27][CH2:26]1)(=[O:23])[C:17]1[CH:22]=[CH:21][CH:20]=[CH:19][CH:18]=1>C(O)(C)C>[C:12]([NH:11][C:8]1[CH:9]=[CH:10][C:5]([O:4][CH2:3][CH:2]([OH:1])[CH2:15][N:28]2[CH2:29][CH2:30][CH:25]([NH:24][C:16](=[O:23])[C:17]3[CH:22]=[CH:21][CH:20]=[CH:19][CH:18]=3)[CH2:26][CH2:27]2)=[CH:6][CH:7]=1)(=[O:14])[CH3:13]. Procedure: A solution of 2,3-epoxy-1-(4-acetamidophenoxy)-propane (5.18 g. and 4 -benzamidopiperidine (6.13 g.) in isopropanol (250 ml.) was refluxed for 24 hours, cooled and a white crystalline solid was filtered off (8.90 g.). This was recrystallised from isopropanol to give 7.41 g. of the title compound as a quarter hydrate, m.p. 226°-8° C. (Found: C, 66.35; H, 7.1; N, 10.1. C23H29N3O4.1/4H2O requires C, 66.4; H, 7.15; N, 10.1%). Run at time 24 hour. Solvent: ClCCl (dichloromethane). RXN SMILES: [F:1][C:2]([F:14])([F:13])[O:3][C:4]1[CH:9]=[CH:8][C:7]([N:10]=[C:11]=[O:12])=[CH:6][CH:5]=1.[CH3:15][O:16][C:17]1[CH:58]=[C:57]([O:59][CH3:60])[CH:56]=[CH:55][C:18]=1[CH2:19][NH:20][CH2:21][C:22]1[CH:27]=[CH:26][N:25]=[C:24]2[N:28]([S:45]([C:48]3[CH:53]=[CH:52][C:51]([CH3:54])=[CH:50][CH:49]=3)(=[O:47])=[O:46])[C:29]([C:31]3[C:39]4[C:34](=[CH:35][C:36]([O:42][CH3:43])=[C:37]([O:40][CH3:41])[CH:38]=4)[N:33]([CH3:44])[CH:32]=3)=[CH:30][C:23]=12.O>ClCCl>[CH3:15][O:16][C:17]1[CH:58]=[C:57]([O:59][CH3:60])[CH:56]=[CH:55][C:18]=1[CH2:19][N:20]([CH2:21][C:22]1[CH:27]=[CH:26][N:25]=[C:24]2[N:28]([S:45]([C:48]3[CH:49]=[CH:50][C:51]([CH3:54])=[CH:52][CH:53]=3)(=[O:47])=[O:46])[C:29]([C:31]3[C:39]4[C:34](=[CH:35][C:36]([O:42][CH3:43])=[C:37]([O:40][CH3:41])[CH:38]=4)[N:33]([CH3:44])[CH:32]=3)=[CH:30][C:23]=12)[C:11]([NH:10][C:7]1[CH:6]=[CH:5][C:4]([O:3][C:2]([F:13])([F:14])[F:1])=[CH:9][CH:8]=1)=[O:12]. The reactants are FC(OC1=CC=C(C=C1)N=C=O)(F)F (4-(trifluoromethoxy)phenyl isocyanate), COC1=C(CNCC2=C3C(=NC=C2)N(C(=C3)C3=CN(C2=CC(=C(C=C32)OC)OC)C)S(=O)(=O)C3=CC=C(C=C3)C)C=CC(=C1)OC ((2,4-dimethoxybenzyl)[2-(5,6-dimethoxy-1-methyl-1H-indol-3-yl)-1-(toluene-4-sulfonyl)-1H-pyrrolo[2,3-b]pyrid-4-ylmethyl]amine), O (water). Yields the product COC1=C(CN(C(=O)NC2=CC=C(C=C2)OC(F)(F)F)CC2=C3C(=NC=C2)N(C(=C3)C3=CN(C2=CC(=C(C=C32)OC)OC)C)S(=O)(=O)C3=CC=C(C=C3)C)C=CC(=C1)OC (1-(2,4-dimethoxybenzyl)-1-[2-(5,6-dimethoxy-1-methyl-1H-indol-3-yl)-1-(toluene-4-sulfonyl)-1H-pyrrolo[2,3-b]pyrid-4-ylmethyl]-3-(4-trifluoromethoxyphenyl)urea). Reported procedure: 0.094 cm3 of 4-(trifluoromethoxy)phenyl isocyanate is added to a solution of 0.080 g of (2,4-dimethoxybenzyl)[2-(5,6-dimethoxy-1-methyl-1H-indol-3-yl)-1-(toluene-4-sulfonyl)-1H-pyrrolo[2,3-b]pyrid-4-ylmethyl]amine in 6 cm3 of dichloromethane, under an argon atmosphere, at a temperature in the region of 20° C. The reaction medium is stirred at this same temperature for 24 hours. 2 cm3 of water are added. After separation of the phases by settling, the organic phase is dried over magnesium sulfate...